Dataset: the Open Reaction Database (ORD), a public repository of structured organic reaction records. Task: describe an organic reaction: reactants, conditions, products, and yield Starting materials: C(C)(=O)OC1=CC(=C(C=C1)OC)[N+](=O)[O-] (4-methoxy-3-nitrophenyl acetate), [OH-].[Na+] (NaOH), Cl (HCl). The solvent is O (H2O). The product is COC1=C(C=C(C=C1)O)[N+](=O)[O-] (4-Methoxy-3-nitrophenol). RXN SMILES: C([O:4][C:5]1[CH:10]=[CH:9][C:8]([O:11][CH3:12])=[C:7]([N+:13]([O-:15])=[O:14])[CH:6]=1)(=O)C.[OH-].[Na+].Cl>O>[CH3:12][O:11][C:8]1[CH:9]=[CH:10][C:5]([OH:4])=[CH:6][C:7]=1[N+:13]([O-:15])=[O:14] |f:1.2|. Procedure: A mixture of 61 g. (0.29 m.) of 4-methoxy-3-nitrophenyl acetate (part B) and 34.68 g. (0.87 g. (0.87 m.) of NaOH in 500 ml. of H2O was stirred and heated on a steam bath for 2 hours. The reaction solution was acidified with 87 ml. of conc. HCl, keeping the temperature below 20°C. The acid solution was extracted three times using a total of 1500 ml. of benzene. The combined benzene extracts were dried over anhydrous MgSO4, filtered and concentrated in vacuo to give 33 g. m.p. 78°-80°.